Dataset: the Open Reaction Database (ORD), a public repository of structured organic reaction records. Task: describe an organic reaction: reactants, conditions, products, and yield Starting materials: C1CCOC1, CO, C[Si](C)(C)C=[N+]=[N-], O=C1OC(=O)c2c1cc1ccc3c(c1c2-c1ccc2c(c1)OCO2)OCO3. The product is COC(=O)c1cc2ccc3c(c2c(-c2ccc4c(c2)OCO4)c1C(=O)OC)OCO3. RXN SMILES: [CH2:37]1[O:38][CH2:39][CH2:40][CH2:41]1.[CH3:28][OH:29].[CH3:30][Si:31]([CH:32]=[N+:33]=[N-:34])([CH3:35])[CH3:36].[O:1]1[CH2:2][O:3][c:4]2[c:5]1[cH:6][cH:7][c:8](-[c:10]1[c:11]3[c:12]([cH:13][c:14]4[cH:15][cH:16][c:17]5[c:18]([c:22]14)[O:19][CH2:20][O:21]5)[C:23](=[O:27])[O:24][C:25]3=[O:26])[cH:9]2>>[O:1]1[CH2:2][O:3][c:4]2[c:5]1[cH:6][cH:7][c:8](-[c:10]1[c:11]([C:25]([O:24][CH3:30])=[O:26])[c:12]([C:23](=[O:27])[O:29][CH3:28])[cH:13][c:14]3[cH:15][cH:16][c:17]4[c:18]([c:22]13)[O:19][CH2:20][O:21]4)[cH:9]2. The product is COC(=O)C1=CC=C(C=C1)C=1C([C@@H]2CC[C@]3([C@@]4(CC[C@@]5([C@@H]([C@H]4CC[C@@H]3[C@]2(CC1)C)[C@@H](CC5)C(=C)C)C(=O)NCCN(CC(=O)OC)CC(=O)OC)C)C)(C)C (dimethyl 2,2′-(2-((1R,3aS,5aR,5bR,7aR,11aS,11bR,13aR,13bR)-9-(4-(methoxycarbonyl)phenyl)-5a,5b,8,8,11a-pentamethyl-1-(prop-1-en-2-yl)-2,3,3a,4,5,5a,5b,6,7,7a,8,11,11a,11b,12,13,13a,13b-octadecahydro-1H-cyclopenta[a]chrysene-3a-carboxamido)ethylazanediyl)diacetate). The reactants are NCCNC(=O)[C@]12[C@@H]([C@H]3CC[C@@H]4[C@]5(CC=C(C([C@@H]5CC[C@]4([C@@]3(CC1)C)C)(C)C)C1=CC=C(C(=O)OC)C=C1)C)[C@@H](CC2)C(=C)C (methyl 4-((1R,3aS,5aR,5bR,7aR,11aS,11bR,13aR,13bR)-3a-(2-aminoethylcarbamoyl)-5a,5b,8,8,11a-pentamethyl-1-(prop-1-en-2-yl)-2,3,3a,4,5,5a,5b,6,7,7a,8,11,11a,11b,12,13,13a,13b-octadecahydro-1H-cyclopenta[a]chrysen-9-yl)benzoate), BrCC(=O)OC (methyl 2-bromoacetate), C([O-])([O-])=O.[K+].[K+] (potassium carbonate), O1CCOCC1 (dioxane). Solvent: C(C)#N (acetonitrile). Reported procedure: To a solution of methyl 4-((1R,3aS,5aR,5bR,7aR,11aS,11bR,13aR,13bR)-3a-(2-aminoethylcarbamoyl)-5a,5b,8,8,11a-pentamethyl-1-(prop-1-en-2-yl)-2,3,3a,4,5,5a,5b,6,7,7a,8,11,11a,11b,12,13,13a,13b-octadecahydro-1H-cyclopenta[a]chrysen-9-yl)benzoate (20 mg, 0.033 mmol) in acetonitrile (1 mL) and dioxane (1 mL) was added methyl 2-bromoacetate (14.93 mg, 0.098 mmol) and potassium carbonate (22.48 mg, 0.163 mmol). The reaction mixture was heated up at 78° C. for 3 hours. LCMS indicated the formation of de... Conditions: temperature 78 celsius. The yield is 69.0%. RXN SMILES: [NH2:1][CH2:2][CH2:3][NH:4][C:5]([C@:7]12[CH2:42][CH2:41][C@@H:40]([C:43]([CH3:45])=[CH2:44])[C@@H:8]1[C@@H:9]1[C@@:22]([CH3:25])([CH2:23][CH2:24]2)[C@@:21]2([CH3:26])[C@@H:12]([C@:13]3([CH3:39])[C@@H:18]([CH2:19][CH2:20]2)[C:17]([CH3:28])([CH3:27])[C:16]([C:29]2[CH:38]=[CH:37][C:32]([C:33]([O:35][CH3:36])=[O:34])=[CH:31][CH:30]=2)=[CH:15][CH2:14]3)[CH2:11][CH2:10]1)=[O:6].Br[CH2:47][C:48]([O:50][CH3:51])=[O:49].C(=O)([O-])[O-:53].[K+].[K+].[O:58]1[CH2:63]CO[CH2:60][CH2:59]1>C(#N)C>[CH3:36][O:35][C:33]([C:32]1[CH:31]=[CH:30][C:29]([C:16]2[C:17]([CH3:27])([CH3:28])[C@H:18]3[C@:13]([CH3:39])([CH2:14][CH:15]=2)[C@@H:12]2[C@:21]([CH3:26])([C@@:22]4([CH3:25])[C@H:9]([CH2:10][CH2:11]2)[C@H:8]2[C@H:40]([C:43]([CH3:45])=[CH2:44])[CH2:41][CH2:42][C@:7]2([C:5]([NH:4][CH2:3][CH2:2][N:1]([CH2:60][C:59]([O:58][CH3:63])=[O:53])[CH2:47][C:48]([O:50][CH3:51])=[O:49])=[O:6])[CH2:24][CH2:23]4)[CH2:20][CH2:19]3)=[CH:38][CH:37]=1)=[O:34] |f:2.3.4|.